From a dataset of the Open Reaction Database (ORD), a public repository of structured organic reaction records. describe an organic reaction: reactants, conditions, products, and yield Reactants: CCOc1cc(C(=O)OC)cc(OCC)c1-c1cnoc1, C1CCOC1, CO, Cl, [Na+], [OH-]. Product: CCOc1cc(C(=O)O)cc(OCC)c1-c1cnoc1. RXN SMILES: [CH2:1]([CH3:2])[O:3][c:4]1[cH:5][c:6]([C:7](=[O:8])[O:9][CH3:10])[cH:11][c:12]([O:19][CH2:20][CH3:21])[c:13]1-[c:14]1[cH:15][n:16][o:17][cH:18]1.[CH2:25]1[O:26][CH2:27][CH2:28][CH2:29]1.[CH3:23][OH:24].[ClH:22].[Na+:31].[OH-:30]>>[CH2:1]([CH3:2])[O:3][c:4]1[cH:5][c:6]([C:7](=[O:8])[OH:9])[cH:11][c:12]([O:19][CH2:20][CH3:21])[c:13]1-[c:14]1[cH:15][n:16][o:17][cH:18]1. Reactants: ClC=1C=CC2=C(N=C(O2)CBr)C1 (5-chloro-2-bromomethyl-benzoxazole), C1(=CC=CC=C1)P(C1=CC=CC=C1)C1=CC=CC=C1 (triphenylphosphine). The solvent is CC#N (CH3CN), CCOCC (Et2O). Reaction conditions: time 30 minute. Yields the product [Br-].ClC=1C=CC2=C(N=C(O2)C[P+](C2=CC=CC=C2)(C2=CC=CC=C2)C2=CC=CC=C2)C1 ((5 chlorobenzoxazol-2-yl methyl)triphenylphosphonium bromide). As a reaction SMILES: [Cl:1][C:2]1[CH:3]=[CH:4][C:5]2[O:9][C:8]([CH2:10][Br:11])=[N:7][C:6]=2[CH:12]=1.[C:13]1([P:19]([C:26]2[CH:31]=[CH:30][CH:29]=[CH:28][CH:27]=2)[C:20]2[CH:25]=[CH:24][CH:23]=[CH:22][CH:21]=2)[CH:18]=[CH:17][CH:16]=[CH:15][CH:14]=1>CC#N.CCOCC>[Br-:11].[Cl:1][C:2]1[CH:3]=[CH:4][C:5]2[O:9][C:8]([CH2:10][P+:19]([C:20]3[CH:21]=[CH:22][CH:23]=[CH:24][CH:25]=3)([C:26]3[CH:31]=[CH:30][CH:29]=[CH:28][CH:27]=3)[C:13]3[CH:14]=[CH:15][CH:16]=[CH:17][CH:18]=3)=[N:7][C:6]=2[CH:12]=1 |f:4.5|. Procedure: A solution of the bromide (500 mg) (Step 3) and triphenylphosphine (740 mg) in CH3CN (5 mL) was stirred at room temperature overnight. The reaction mixture was diluted with Et2O (20 mL), stirred for 30 min, and filtered to give the title compound as a white solid.